From a dataset of the Open Reaction Database (ORD), a public repository of structured organic reaction records. describe an organic reaction: reactants, conditions, products, and yield The reactants are C1=COC(=C1)C=O (2-furfural), ClC1=CC=C(C(N)=NO)C=C1 (4-chloro-N′-hydroxybenzimidamide). Yield: 6.0%. Run in C1(=CC=CC=C1)C (toluene). As a reaction SMILES: [CH:1]1[CH:5]=[C:4]([CH:6]=[O:7])[O:3][CH:2]=1.[Cl:8][C:9]1[CH:18]=[CH:17][C:12]([C:13](=[N:15]O)[NH2:14])=[CH:11][CH:10]=1>N1CCCCC1.C1(C)C=CC=CC=1>[Cl:8][C:9]1[CH:18]=[CH:17][C:12]([C:13]2[NH:15][CH:6]([C:4]3[O:3][CH:2]=[CH:1][CH:5]=3)[O:7][N:14]=2)=[CH:11][CH:10]=1. The reagents and catalysts are N1CCCCC1 (piperidine). Product: ClC1=CC=C(C=C1)C1=NOC(N1)C=1OC=CC1 (3-(4-chlorophenyl)-5-(furan-2-yl)-4,5-dihydro-1,2,4-oxadiazole). Reported procedure: A mixture of 2-furfural (0.69 mL, 804 mg, 8.4 mmol), 4-chloro-N′-hydroxybenzimidamide (1.02 g, 6.0 mmol) and one drop of piperidine in toluene (100 mL) was heated to reflux for 18 h in a Soxhlett apparatus, that was charged with 3 Angstrom molecular sieves (8 g). The mixture was cooled to room temperature and the solvent was removed in vacuo. After purification by automated column chromatography on the ISCO COMPANION (SiO2, gradient heptane/ethyl acetate) the 3-(4-chlorophenyl)-5-(furan-2-yl)-4,... The reactants are Cl, O=[N+]([O-])c1cccc(N2CCNCC2)c1, [Na+], [Na+], O=C([O-])[O-], O. Yields the product CN1CCN(c2cccc([N+](=O)[O-])c2)CC1. As a reaction SMILES: [ClH:1].[N+:2](=[O:3])([O-:4])[c:5]1[cH:6][c:7]([N:11]2[CH2:12][CH2:13][NH:14][CH2:15][CH2:16]2)[cH:8][cH:9][cH:10]1.[Na+:17].[Na+:18].[O-:19][C:20](=[O:21])[O-:22].[OH2:23]>>[N+:2](=[O:3])([O-:4])[c:5]1[cH:6][c:7]([N:11]2[CH2:12][CH2:13][N:14]([CH3:20])[CH2:15][CH2:16]2)[cH:8][cH:9][cH:10]1.